From a dataset of the Open Reaction Database (ORD), a public repository of structured organic reaction records. describe an organic reaction: reactants, conditions, products, and yield As a reaction SMILES: [CH3:1][O:2][C:3]1[CH:4]=[C:5]([CH:10]=[CH:11][C:12]=1[CH2:13][C:14]1[C:22]2[C:17](=[CH:18][CH:19]=[C:20]([N+:23]([O-])=O)[CH:21]=2)[N:16]([CH3:26])[CH:15]=1)[C:6]([O:8][CH3:9])=[O:7].NC1C=C2C(=CC=1)NC=C2CC1C=CC(C(OC)=O)=CC=1OC>O1CCCC1.[Pd]>[NH2:23][C:20]1[CH:21]=[C:22]2[C:17](=[CH:18][CH:19]=1)[N:16]([CH3:26])[CH:15]=[C:14]2[CH2:13][C:12]1[CH:11]=[CH:10][C:5]([C:6]([O:8][CH3:9])=[O:7])=[CH:4][C:3]=1[O:2][CH3:1]. Solvent: O1CCCC1 (tetrahydrofuran). The reagents and catalysts are [Pd] (palladium-on-carbon). Reactants: COC=1C=C(C(=O)OC)C=CC1CC1=CN(C2=CC=C(C=C12)[N+](=O)[O-])C (methyl 3-methoxy-4-(1-methyl-5-nitroindol-3-ylmethyl)benzoate), NC=1C=C2C(=CNC2=CC1)CC1=C(C=C(C(=O)OC)C=C1)OC (methyl 4-(5-aminoindol-3-ylmethyl)-3-methoxybenzoate). Procedure details: A solution of (E) (0.56 g.) in tetrahydrofuran (30 ml.) was hydrogenated in the presence of palladium-on-carbon (10% w/w; 0.1 g.), as described for the amino ester (A) in Example 1, to give methyl 4-(5-amino-1-methylindol-3-ylmethyl)-3-methoxybenzoate (D) (0.50 g., 98%) as pale yellow foam; NMR: 3.6(s, 3H, NCH3), 3.8(s,3H, CO.OCH3), 3.9(br s,5H, OCH3 and CH2.Ar), 4.45(br,2H, NH2), 6.54(m,2H), 6.86(s,1H), 7.04(m,2H), 7.40(m,2H). Yield: 97.5%. Yields the product NC=1C=C2C(=CN(C2=CC1)C)CC1=C(C=C(C(=O)OC)C=C1)OC (methyl 4-(5-amino-1-methylindol-3-ylmethyl)-3-methoxybenzoate).